From a dataset of the Open Reaction Database (ORD), a public repository of structured organic reaction records. describe an organic reaction: reactants, conditions, products, and yield The reactants are Cl (HCl), CC(C)(C)[O-].[K+] (t-BuOK), C(CC(C)C)ON=O (isoamylnitrite), C1CC2=CC=CC=C2C(=O)C1 (α-tetralone). Solvent: C1CCOC1 (THF), C1CCOC1 (THF). Run at time 2 hour. Yields the product C1(C(CCC2=CC=CC=C12)=NO)=O (1,2,3,4-tetrahydro-naphthalene-1,2-dione-2-oxime). As a reaction SMILES: CC([O-])(C)C.[K+].C([O:12][N:13]=O)CC(C)C.[CH2:15]1[CH2:25][C:23](=[O:24])[C:22]2[C:17](=[CH:18][CH:19]=[CH:20][CH:21]=2)[CH2:16]1.Cl>C1COCC1>[C:23]1(=[O:24])[C:22]2[C:17](=[CH:18][CH:19]=[CH:20][CH:21]=2)[CH2:16][CH2:15][C:25]1=[N:13][OH:12] |f:0.1|. Reported procedure: To the mixture of t-BuOK (1.2 eq.) in THF at 0° C. was added a solution of isoamylnitrite (1.2 eq.) and α-tetralone (Aldrich) (1.0 eq.) in THF dropwise. The reaction mixture was warmed to RT and stirred at RT for 2 h. The reaction mixture was stripped to dryness, mixed with ice-cooled HCl (1M), extracted with EtOAc, washed with brine, dried over MgSO4, filtered and concentrated. The residue was purified with flash chromatography (silica gel, 2:1 hexane/EtOAc) to give the title compound. Procedure: A solution of 3-methoxyaniline (1.75 ml, 15.57 mmol) and ethyl ∀-formyl-4-methoxyphenylacetate (3.81 g), 1.1 eq) in toluene (25 ml) is refluxed for 18 hours. After cooling, the reaction mixture is diluted with toluene (15 ml) and then acidified with 10% HCl. After extraction, the organic phase obtained is dried over MgSO4 and then evaporated under reduced pressure. The residue is purified by chromatography on a column of silica (eluent: CH2Cl2) to give 3.57 g (70%) of compound 25 (Z isomer) in t... Yield: 70.0%. Starting materials: C1(=CC=CC=C1)C (toluene), COC=1C=C(N)C=CC1 (3-methoxyaniline), C(=O)C(C(=O)[O-])C1=CC=C(C=C1)OC (formyl-4-methoxyphenylacetate), C1(=CC=CC=C1)C (toluene), Cl (HCl). The product is COC=1C=C(N\C=C(/C(=O)OCC)\C2=CC=C(C=C2)OC)C=CC1 (Ethyl (Z)-3-(3-methoxyanilino)-2-(4-methoxyphenyl)-2-propenate). RXN SMILES: [CH3:1][O:2][C:3]1[CH:4]=[C:5]([CH:7]=[CH:8][CH:9]=1)[NH2:6].[CH:10]([CH:12]([C:16]1[CH:21]=[CH:20][C:19]([O:22][CH3:23])=[CH:18][CH:17]=1)[C:13]([O-:15])=[O:14])=O.Cl.[C:25]1(C)C=CC=C[CH:26]=1>>[CH3:1][O:2][C:3]1[CH:4]=[C:5]([CH:7]=[CH:8][CH:9]=1)[NH:6]/[CH:10]=[C:12](/[C:16]1[CH:21]=[CH:20][C:19]([O:22][CH3:23])=[CH:18][CH:17]=1)\[C:13]([O:15][CH2:25][CH3:26])=[O:14]. The reactants are N(=[N+]=[N-])C1=C(C=C(C(=O)NCC)C=C1)O (4-azido-N-ethyl-3-hydroxybenzamide), C(C#C)(=O)OCC (ethyl propiolate). Run in C1(=CC=CC=C1)C (toluene). The product is C(C)NC(=O)C1=CC(=C(C=C1)N1N=NC(=C1)C(=O)OCC)O (ethyl 1-{4-[(ethylamino)carbonyl]-2-hydroxyphenyl}-1H-1,2,3-triazole-4-carboxylate). Yield: 68.0%. Reaction SMILES: [N:1]([C:4]1[CH:14]=[CH:13][C:7]([C:8]([NH:10][CH2:11][CH3:12])=[O:9])=[CH:6][C:5]=1[OH:15])=[N+:2]=[N-:3].[C:16]([O:20][CH2:21][CH3:22])(=[O:19])[C:17]#[CH:18]>C1(C)C=CC=CC=1>[CH2:11]([NH:10][C:8]([C:7]1[CH:13]=[CH:14][C:4]([N:1]2[CH:18]=[C:17]([C:16]([O:20][CH2:21][CH3:22])=[O:19])[N:3]=[N:2]2)=[C:5]([OH:15])[CH:6]=1)=[O:9])[CH3:12]. Procedure: To a solution of 4-azido-N-ethyl-3-hydroxybenzamide (2.71 g) obtained in Example 133b) in toluene (65 ml) was added ethyl propiolate (2.0 ml), and the mixture was heated under reflux overnight under a nitrogen atmosphere. The reaction mixture was allowed to cool to room temperature, and the solvent was evaporated under reduced pressure. The residue was washed with dichloromethane to give the title compound as a brown solid (2.70 g, 68%). Starting materials: S1C(=NC2=C1C=CC=C2)C([C@H]2N(CCC2)C([C@@H](NC([C@@H](NC(=O)OC(C)(C)C)C)=O)C(C)C)=O)O (2-[(Benzothiazol-2-yl)hydroxymethyl]-1-{N-[N-(tertbutyloxycarbonyl)-(L)-Alanyl]-(L)-Valinyl}-(2S)-pyrrolidine), TEA, C(C(=O)Cl)(=O)Cl (oxalylchloride), CS(=O)C (DMSO). The product is S1C(=NC2=C1C=CC=C2)C(=O)[C@H]2N(CCC2)C([C@@H](NC([C@@H](NC(=O)OC(C)(C)C)C)=O)C(C)C)=O (2-[(Benzothiazol-2-yl)carbonyl]-1-{N-[N-(tertbutyloxycarbonyl)-(L)-Alanyl]-(L)-Valinyl}-(2S)-pyrrolidine). Reaction SMILES: [S:1]1[C:5]2[CH:6]=[CH:7][CH:8]=[CH:9][C:4]=2[N:3]=[C:2]1[CH:10]([OH:35])[C@@H:11]1[CH2:15][CH2:14][CH2:13][N:12]1[C:16](=[O:34])[C@H:17]([CH:31]([CH3:33])[CH3:32])[NH:18][C:19](=[O:30])[C@H:20]([CH3:29])[NH:21][C:22]([O:24][C:25]([CH3:28])([CH3:27])[CH3:26])=[O:23].C(Cl)(=O)C(Cl)=O.CS(C)=O>>[S:1]1[C:5]2[CH:6]=[CH:7][CH:8]=[CH:9][C:4]=2[N:3]=[C:2]1[C:10]([C@@H:11]1[CH2:15][CH2:14][CH2:13][N:12]1[C:16](=[O:34])[C@H:17]([CH:31]([CH3:33])[CH3:32])[NH:18][C:19](=[O:30])[C@H:20]([CH3:29])[NH:21][C:22]([O:24][C:25]([CH3:27])([CH3:28])[CH3:26])=[O:23])=[O:35]. Procedure: 39 (0.72 g, 0.14 mmol), oxalylchloride (0.221 ml, 2.57 mmol), DMSO (2.53 ml, 3.57 mmol), TEA (0.80 ml, 5.71 mmol) Reactants: CC(=O)O, C1CCOC1, CC#N, CC(C)(C)c1ccc(S(=O)(=O)Nc2cc(Cl)cnc2C(=O)c2cccc(N)n2)cc1, C[Si](C)(C)N=C=O. Yields the product CC(=O)Nc1cccc(C(=O)c2ncc(Cl)cc2NS(=O)(=O)c2ccc(C(C)(C)C)cc2)n1. As a reaction SMILES: [C:38]([CH3:39])(=[O:40])[OH:41].[CH2:42]1[O:43][CH2:44][CH2:45][CH2:46]1.[CH3:47][C:48]#[N:49].[NH2:1][c:2]1[cH:3][cH:4][cH:5][c:6]([C:8](=[O:9])[c:10]2[n:11][cH:12][c:13]([Cl:30])[cH:14][c:15]2[NH:16][S:17](=[O:18])(=[O:19])[c:20]2[cH:21][cH:22][c:23]([C:26]([CH3:27])([CH3:28])[CH3:29])[cH:24][cH:25]2)[n:7]1.[Si:31]([N:32]=[C:33]=[O:34])([CH3:35])([CH3:36])[CH3:37]>>[NH:1]([c:2]1[cH:3][cH:4][cH:5][c:6]([C:8](=[O:9])[c:10]2[n:11][cH:12][c:13]([Cl:30])[cH:14][c:15]2[NH:16][S:17](=[O:18])(=[O:19])[c:20]2[cH:21][cH:22][c:23]([C:26]([CH3:27])([CH3:28])[CH3:29])[cH:24][cH:25]2)[n:7]1)[C:38]([CH3:39])=[O:40].